Dataset: the Open Reaction Database (ORD), a public repository of structured organic reaction records. Task: describe an organic reaction: reactants, conditions, products, and yield Starting materials: CP(=O)(C)CC(C(=O)OC)CC(=O)OC (dimethyl dimethylphosphinylmethylsuccinate). The reagents and catalysts are concentratedhydrochloric acid. Run in O (water). The product is CP(=O)(C)CC(C(=O)O)CC(=O)O (dimethylphosphinylmethylsuccinic acid). Yield: 91.8%. Reaction SMILES: [CH3:1][P:2]([CH2:5][CH:6]([CH2:11][C:12]([O:14]C)=[O:13])[C:7]([O:9]C)=[O:8])([CH3:4])=[O:3]>O>[CH3:1][P:2]([CH2:5][CH:6]([CH2:11][C:12]([OH:14])=[O:13])[C:7]([OH:9])=[O:8])([CH3:4])=[O:3]. Reported procedure: 80 g (0.34 mol) of dimethyl dimethylphosphinylmethylsuccinate are heated to reflux with a few drops of concentratedhydrochloric acid and 80 ml of water. Methanol slowly distils over a 70 cm silvered shell Vigreux column and at the same time a further 20 g of water are added dropwise. When the reaction is completed, the batch crystallizes. After addition of isopropanol, the mixture is stirred for several hours then filtered off by suction and dried. 65 g of dimethylphosphinylmethylsuccinic acid a... Reactants: [Cl-].[NH4+] (ammonium chloride), [O-]CC.[Na+] (sodium ethoxide), FC=1C(=C(C=O)C=CC1)C (3-fluoro-2-methylbenzaldehyde), N(=[N+]=[N-])CC(=O)OCC (ethyl azidoacetate). Solvent: C(C)O (ethanol), O1CCCC1 (tetrahydrofuran). The product is FC=1C(=C(C=CC1)C=C(C(=O)OCC)N=[N+]=[N-])C (ethyl 3-(3-fluoro-2-methylphenyl)-2-azidopropenoate). The yield is 61.5%. Reaction SMILES: [O-]CC.[Na+].[F:5][C:6]1[C:7]([CH3:14])=[C:8]([CH:11]=[CH:12][CH:13]=1)[CH:9]=O.[N:15]([CH2:18][C:19]([O:21][CH2:22][CH3:23])=[O:20])=[N+:16]=[N-:17].[Cl-].[NH4+]>C(O)C.O1CCCC1>[F:5][C:6]1[C:7]([CH3:14])=[C:8]([CH:9]=[C:18]([N:15]=[N+:16]=[N-:17])[C:19]([O:21][CH2:22][CH3:23])=[O:20])[CH:11]=[CH:12][CH:13]=1 |f:0.1,4.5|. Reported procedure: A solution of sodium ethoxide (11.1 g, 163 mmol) in ethanol (100 ml) was cooled to -45° C. and then a solution of 3-fluoro-2-methylbenzaldehyde (9.00 g, 65.2 mmol) and ethyl azidoacetate (21.0 g, 163 mmol) in tetrahydrofuran (30 ml) were slowly added dropwise therein. The reaction temperature of the mixture was raised from -35° C. to -10° C. over 5 hours and the reaction solution was poured in a cooled aqueous ammonium chloride solution. The resulting mixture was extracted with ethyl acetate and...